Dataset: the Open Reaction Database (ORD), a public repository of structured organic reaction records. Task: describe an organic reaction: reactants, conditions, products, and yield The reactants are BrC=1C=C(OC2=NC=C(C=C2)C(F)(F)F)C=CC1 (2-(3-bromophenoxy)-5-(trifluoromethyl)pyridine), CN(C)C=O (DMF), [Li]CCCC (n-BuLi). Solvent: C1CCOC1 (THF). Reaction conditions: time 1 hour. Product: FC(C=1C=CC(=NC1)OC=1C=C(C=O)C=CC1)(F)F (3-(5-(Trifluoromethyl)pyridin-2-yloxy)benzaldehyde). The yield is 23.8%. Reaction SMILES: Br[C:2]1[CH:3]=[C:4]([CH:16]=[CH:17][CH:18]=1)[O:5][C:6]1[CH:11]=[CH:10][C:9]([C:12]([F:15])([F:14])[F:13])=[CH:8][N:7]=1.CN([CH:22]=[O:23])C.[Li]CCCC>C1COCC1>[F:13][C:12]([F:15])([F:14])[C:9]1[CH:10]=[CH:11][C:6]([O:5][C:4]2[CH:3]=[C:2]([CH:18]=[CH:17][CH:16]=2)[CH:22]=[O:23])=[N:7][CH:8]=1. Procedure details: To a solution of 2-(3-bromophenoxy)-5-(trifluoromethyl)pyridine (8.0 g, 25.15 mmol) in THF under inert atmosphere at −78° C. was added DMF (3.8 mL, 50.3 mmol) dropwise, followed by n-BuLi (31.4 mL, 50.3 mmol) dropwise. The reaction mixture was stirred for 1 h. The reaction mixture was quenched with saturated NH4Cl solution and the temperature was allowed to warm to room temperature. The mixture was extracted with ethyl acetate, dried over Na2SO4, and concentrated to dryness. Purification by colu... Reactants: COC1=C(C=C(C=C1)[C@H]1[C@H](CC=CC1)[N+](=O)[O-])OC ((+/-)-cis-1,2-dimethoxy-4-(2-nitrocyclohex-4-enyl)benzene), Cl (hydrochloric acid). The reagents and catalysts are [Pd] (Pd/C). The solvent is CO (methanol). Product: COC1=C(C=C(C=C1)[C@H]1[C@H](CCCC1)[N+](=O)[O-])OC ((+/-)-cis-1,2-Dimethoxy-4-(2-nitrocyclohexyl)benzene). Reaction SMILES: [CH3:1][O:2][C:3]1[CH:8]=[CH:7][C:6]([C@@H:9]2[CH2:14][CH:13]=[CH:12][CH2:11][C@@H:10]2[N+:15]([O-:17])=[O:16])=[CH:5][C:4]=1[O:18][CH3:19].Cl>CO.[Pd]>[CH3:1][O:2][C:3]1[CH:8]=[CH:7][C:6]([C@@H:9]2[CH2:14][CH2:13][CH2:12][CH2:11][C@@H:10]2[N+:15]([O-:17])=[O:16])=[CH:5][C:4]=1[O:18][CH3:19]. Procedure details: 8.4 g of (+/-)-cis-1,2-dimethoxy-4-(2-nitrocyclohex-4-enyl)benzene are dissolved in 450 ml of methanol, treated with 2 ml of conc. hydrochloric acid and hydrogenated after addition of 500 mg of Pd/C 10% strength. The reaction mixture is filtered and the filtrate is concentrated. M.p.: 84-86.5° C.; yield quantitative. Reactants: ClC=1C=CC(=C(C(=O)NC2=NC=C(C=C2)C)C1)NCC1CCNCC1 (5-chloro-N-(5-methylpyridin-2-yl)-2-[(4-piperidinylmethyl)amino]benzamide), O1CCC(CC1)=O (tetrahydro-4H-pyran-4-one), solution, C(#N)[BH3-].[Na+] (sodium cyanoborohydride). Procedure: A solution of 5-chloro-N-(5-methylpyridin-2-yl)-2-[(4-piperidinylmethyl)amino]benzamide from Example 99-A (0.45 g, 1.25 mmol) in 10 mL of 95:5 methanol-acetic acid was treated with excess tetrahydro-4H-pyran-4-one (1.16 mL, 12.5 mmol), followed by sodium cyanoborohydride (5.0 ml of a 1 M solution in tetrahydrofuran, 6.0 mmol). After stirring at 50° C. for 36 h, the mixture was concentrated in vacuo; and the residue was subjected to silica gel chromatography. Elution with 9:1 dichloromethane-2 M ... Reaction SMILES: [Cl:1][C:2]1[CH:3]=[CH:4][C:5]([NH:18][CH2:19][CH:20]2[CH2:25][CH2:24][NH:23][CH2:22][CH2:21]2)=[C:6]([CH:17]=1)[C:7]([NH:9][C:10]1[CH:15]=[CH:14][C:13]([CH3:16])=[CH:12][N:11]=1)=[O:8].[O:26]1[CH2:31][CH2:30][C:29](=O)[CH2:28][CH2:27]1.C([BH3-])#N.[Na+]>CO.C(O)(=O)C.O1CCCC1>[Cl:1][C:2]1[CH:3]=[CH:4][C:5]([NH:18][CH2:19][CH:20]2[CH2:25][CH2:24][N:23]([CH:29]3[CH2:30][CH2:31][O:26][CH2:27][CH2:28]3)[CH2:22][CH2:21]2)=[C:6]([CH:17]=1)[C:7]([NH:9][C:10]1[CH:15]=[CH:14][C:13]([CH3:16])=[CH:12][N:11]=1)=[O:8] |f:2.3,4.5|. Isolated yield 92.1%. Product: ClC=1C=CC(=C(C(=O)NC2=NC=C(C=C2)C)C1)NCC1CCN(CC1)C1CCOCC1 (5-Chloro-N-(5-methylpyridin-2-yl)-2-{[1-(tetrahydropyran-4-yl)piperidin-4-yl]methylamino}benzamide). Reaction conditions: temperature 50 celsius, time 36 hour. The solvent is CO.C(C)(=O)O (methanol acetic acid), O1CCCC1 (tetrahydrofuran). The reactants are C1(C=2C(C(=O)O1)=CC=CC2)=O (phthalic anhydride), CC(CO)(C(C(C)C)O)C (2,2,4-trimethyl-1,3-pentanediol), 2,7-Isopropyl-8,8-dimethyl-8,9-dihydro-7H-6,10-dioxabenzocyclononene-5,11-dione. Solvent: C=1(C(=CC=CC1)C)C (xylene). Yields the product C(C)(C)C1OC(C2=C(C(OCC1(C)C)=O)C=CC=C2)=O (7-Isopropyl-8,8-dimethyl-8,9-dihydro-7H-6,10-dioxabenzocyclononene-5,11-dione). Yield: 40.0%. Reaction SMILES: [C:1]1(=[O:11])[O:6][C:4](=[O:5])[C:3]2=[CH:7][CH:8]=[CH:9][CH:10]=[C:2]12.[CH3:12][C:13]([CH3:21])([CH:16]([OH:20])[CH:17]([CH3:19])[CH3:18])[CH2:14]O>C1(C)C(C)=CC=CC=1>[CH:17]([CH:16]1[C:13]([CH3:21])([CH3:14])[CH2:12][O:6][C:1](=[O:11])[C:2]2[CH:10]=[CH:9][CH:8]=[CH:7][C:3]=2[C:4](=[O:5])[O:20]1)([CH3:19])[CH3:18]. Reported procedure: Following the procedure of Examples 1 or 2,7-Isopropyl-8,8-dimethyl-8,9-dihydro-7H-6,10-dioxabenzocyclononene-5,11-dione was prepared from a solution of 14.81 g (0.1 mole) of phthalic anhydride and 16.30 g (0.11 mole) of 2,2,4-trimethyl-1,3-pentanediol (TMPD) in 75 mL of xylene. The catalyst was 49.4 mg of FASCAT® 4100 catalyst. Xylene was removed on a rotary evaporator and the residue distilled to give 11.09 g of distillate, b0.5 130-160° C. which was found by vapor phase chromatography (vpc) t... Reactants: C[SiH](C)OC1(COS(C)(=O)=O)CC(C(C)(C)C)CN1C(=O)OCc1ccc([N+](=O)[O-])cc1, CC([O-])=S, CN(C)C=O, [K+]. Yields the product CC(=O)SCC1(O[SiH](C)C)CC(C(C)(C)C)CN1C(=O)OCc1ccc([N+](=O)[O-])cc1. Reaction SMILES: [C:1]([CH3:2])([CH3:3])([CH3:4])[CH:5]1[CH2:6][C:7]([CH2:23][O:24][S:25]([CH3:26])(=[O:27])=[O:28])([O:29][SiH:30]([CH3:31])[CH3:32])[N:8]([C:10](=[O:11])[O:12][CH2:13][c:14]2[cH:15][cH:16][c:17]([N+:20](=[O:21])[O-:22])[cH:18][cH:19]2)[CH2:9]1.[C:33]([CH3:34])(=[S:35])[O-:36].[CH3:38][N:39]([CH3:40])[CH:41]=[O:42].[K+:37]>>[C:1]([CH3:2])([CH3:3])([CH3:4])[CH:5]1[CH2:6][C:7]([CH2:23][S:35][C:33]([CH3:34])=[O:36])([O:29][SiH:30]([CH3:31])[CH3:32])[N:8]([C:10](=[O:11])[O:12][CH2:13][c:14]2[cH:15][cH:16][c:17]([N+:20](=[O:21])[O-:22])[cH:18][cH:19]2)[CH2:9]1.